Dataset: the Open Reaction Database (ORD), a public repository of structured organic reaction records. Task: describe an organic reaction: reactants, conditions, products, and yield Reactants: ClC=1N=NC(=CC1)C1=CC(=CC=C1)F (3-chloro-6-(m-fluorophenyl)pyridazine), C(C)(=O)NN (acetylhydrazine), product. Solvent: C(CCC)O (n-butanol). Product: CC1=NN=C2N1N=C(C=C2)C2=CC(=CC=C2)F (3-methyl-6-(m-fluorophenyl)-1,2,4-triazolo-[4,3-b]pyridazine). As a reaction SMILES: Cl[C:2]1[N:3]=[N:4][C:5]([C:8]2[CH:13]=[CH:12][CH:11]=[C:10]([F:14])[CH:9]=2)=[CH:6][CH:7]=1.[C:15]([NH:18][NH2:19])(=O)[CH3:16]>C(O)CCC>[CH3:16][C:15]1[N:3]2[N:4]=[C:5]([C:8]3[CH:13]=[CH:12][CH:11]=[C:10]([F:14])[CH:9]=3)[CH:6]=[CH:7][C:2]2=[N:19][N:18]=1. Reported procedure: As in Example 36, a mixture of 3.0 g. of 3-chloro-6-(m-fluorophenyl)pyridazine, 2.14 g. of acetylhydrazine and 50 ml. of n-butanol is refluxed 48 hrs. to give 2.0 g. of the product as crystals, m.p. 184°-186° C. Starting materials: COC(=O)C1CC(C#N)(c2ccc(C)cc2)CCC1=O, COC(=O)C1CC(C#N)(c2ccc(Cl)cc2)CCC1=O, CC(=O)O, O=S(=O)(O)O. Product: Cc1ccc(C2(C#N)CCC(=O)CC2)cc1. Reaction SMILES: [C:1]([O:2][CH3:3])(=[O:4])[CH:5]1[C:6](=[O:20])[CH2:7][CH2:8][C:9]([c:11]2[cH:12][cH:13][c:14]([CH3:17])[cH:15][cH:16]2)([C:18]#[N:19])[CH2:10]1.[C:21]([CH:22]1[CH2:23][C:24]([c:25]2[cH:26][cH:27][c:28]([Cl:29])[cH:30][cH:31]2)([C:32]#[N:33])[CH2:34][CH2:35][C:36]1=[O:37])([O:38][CH3:39])=[O:40].[CH3:46][C:47](=[O:48])[OH:49].[S:41](=[O:42])(=[O:43])([OH:44])[OH:45]>>[CH2:5]1[C:6](=[O:20])[CH2:7][CH2:8][C:9]([c:11]2[cH:12][cH:13][c:14]([CH3:17])[cH:15][cH:16]2)([C:18]#[N:19])[CH2:10]1. The reactants are BrC1=CC=C(C=C1)NC(C1=C(C=CC(=C1)N)OC)=O (N-(4-bromophenyl)-2-methoxy-5-amino-benzoic acid amide), CN(C)C(=[N+](C)C)ON1C2=C(C=CC=C2)N=N1.[B-](F)(F)(F)F (TBTU), ClC1=C(C(=O)O)C=C(C=C1)CNC(=O)C(C)(C)C (2-chloro-5-(tert-butylcarbonylamino)methyl-benzoic acid), TEA. Run in CN(C)C=O (DMF), CN(C)C=O (DMF). Conditions: time 5 minute. Yields the product COC1=C(C=C(C=C1)NC(C1=C(C=CC(=C1)CNC(=O)C(C)(C)C)Cl)=O)C(=O)NC1=CC=C(C=C1)Br (N-[4-Methoxy-3-(4-bromophenyl)aminocarbonyl-phenyl]-2-chloro-5-(tert-butylcarbonylamino)methyl-benzamide). As a reaction SMILES: CN(C(ON1N=NC2C=CC=CC1=2)=[N+](C)C)C.[B-](F)(F)(F)F.[Cl:23][C:24]1[CH:32]=[CH:31][C:30]([CH2:33][NH:34][C:35]([C:37]([CH3:40])([CH3:39])[CH3:38])=[O:36])=[CH:29][C:25]=1[C:26]([OH:28])=O.[Br:41][C:42]1[CH:47]=[CH:46][C:45]([NH:48][C:49](=[O:59])[C:50]2[CH:55]=[C:54]([NH2:56])[CH:53]=[CH:52][C:51]=2[O:57][CH3:58])=[CH:44][CH:43]=1>CN(C=O)C>[CH3:58][O:57][C:51]1[CH:52]=[CH:53][C:54]([NH:56][C:26](=[O:28])[C:25]2[CH:29]=[C:30]([CH2:33][NH:34][C:35]([C:37]([CH3:40])([CH3:39])[CH3:38])=[O:36])[CH:31]=[CH:32][C:24]=2[Cl:23])=[CH:55][C:50]=1[C:49]([NH:48][C:45]1[CH:46]=[CH:47][C:42]([Br:41])=[CH:43][CH:44]=1)=[O:59] |f:0.1|. Procedure details: TBTU (40 mg, 0.125 mmol) in 0.25 mL DMF was added to 2-chloro-5-(tert-butylcarbonylamino)methyl-benzoic acid (34 mg, 0.125 mmol), followed by 50 μL TEA and the mixture was stirred for 5 min. Then N-(4-bromophenyl)-2-methoxy-5-amino-benzoic acid amide in 0.25 mL DMF was added and it was stirred overnight. The crude mixture was filtered through aluminium oxide and the solid phase was washed 4× with 1 mL DMF/MeOH 9:1. The combined organic phase was concentrated i.vac. dissolved in Acetonitrile/HCOO... Reactants: [Cl-], NC(CCCc1ccccc1)C(=O)O, [Na+], [OH-], O, Cc1cccc(C(=O)O)c1. The product is Cc1cccc(C(=O)NC(CCCc2ccccc2)C(=O)O)c1. RXN SMILES: [Cl-:17].[NH2:1][CH:2]([C:3](=[O:4])[OH:5])[CH2:6][CH2:7][CH2:8][c:9]1[cH:10][cH:11][cH:12][cH:13][cH:14]1.[Na+:16].[OH-:15].[OH2:28].[c:18]1([CH3:27])[cH:19][c:20]([C:24](=[O:25])[OH:26])[cH:21][cH:22][cH:23]1>>[NH:1]([CH:2]([C:3](=[O:4])[OH:5])[CH2:6][CH2:7][CH2:8][c:9]1[cH:10][cH:11][cH:12][cH:13][cH:14]1)[C:24]([c:20]1[cH:19][c:18]([CH3:27])[cH:23][cH:22][cH:21]1)=[O:25]. The reactants are ice, COC1=CC=C(C=C1)C=1N=C(NC1C1=CC=C(C=C1)OC)SCC=1C=C(C(=O)OCC)C=CC1 (ethyl 3-[(4,5-bis(4-methoxyphenyl)-1H-imidazol-2-ylthio)methyl]benzoate), [H-].[Al+3].[Li+].[H-].[H-].[H-] (lithium aluminum hydride). Solvent: O1CCCC1 (tetrahydrofuran), O1CCCC1 (tetrahydrofuran). Reaction conditions: temperature 0 celsius. The product is COC1=CC=C(C=C1)C=1N=C(NC1C1=CC=C(C=C1)OC)SCC1=CC(=CC=C1)CO (4,5-bis(4-methoxyphenyl)-2-[3-(hydroxymethyl)benzyl]thio-1-H-imidazole). As a reaction SMILES: [CH3:1][O:2][C:3]1[CH:8]=[CH:7][C:6]([C:9]2[N:10]=[C:11]([S:22][CH2:23][C:24]3[CH:25]=[C:26]([CH:32]=[CH:33][CH:34]=3)[C:27](OCC)=[O:28])[NH:12][C:13]=2[C:14]2[CH:19]=[CH:18][C:17]([O:20][CH3:21])=[CH:16][CH:15]=2)=[CH:5][CH:4]=1.[H-].[Al+3].[Li+].[H-].[H-].[H-]>O1CCCC1>[CH3:1][O:2][C:3]1[CH:4]=[CH:5][C:6]([C:9]2[N:10]=[C:11]([S:22][CH2:23][C:24]3[CH:34]=[CH:33][CH:32]=[C:26]([CH2:27][OH:28])[CH:25]=3)[NH:12][C:13]=2[C:14]2[CH:15]=[CH:16][C:17]([O:20][CH3:21])=[CH:18][CH:19]=2)=[CH:7][CH:8]=1 |f:1.2.3.4.5.6|. Reported procedure: Part B. A solution of the ester prepared in Part A above (6.57 g, 13.8 mmol) in tetrahydrofuran (20 mL) was added to an ice-cooled slurry of lithium aluminum hydride (1.16 g, 30.5 mmol) in tetrahydrofuran (20 mL). The mixture was warmed to mild reflux for 18 hours, then re-cooled to 0° C. and quenched by the careful sequential addition of water (2 mL), 15% aqueous sodium hydroxide (6 mL), and water (6 mL). The resulting mixture was filtered through celite, dried over anhydrous potassium carbonat... The reactants are CCC1C=C(C)CC(C)CC(OC)C2OC(O)(C(=O)C(=O)N3CCCCC3C(=O)OC(C(C)=CC3CCC(O)C(OC)C3)C(C)C(O)CC1=O)C(C)CC2OC, CCCCCC, CC(C)[Si](OS(=O)(=O)C(F)(F)F)(C(C)C)C(C)C, c1c[nH]cn1. Product: CCC1C=C(C)CC(C)CC(OC)C2OC(O)(C(=O)C(=O)N3CCCCC3C(=O)OC(C(C)=CC3CCC(O[Si](C(C)C)(C(C)C)C(C)C)C(OC)C3)C(C)C(O)CC1=O)C(C)CC2OC. As a reaction SMILES: [CH2:1]([CH3:2])[CH:3]1[C:4](=[O:56])[CH2:5][CH:6]([OH:55])[CH:7]([CH3:54])[CH:8]([C:42](=[CH:43][CH:44]2[CH2:45][CH:46]([O:51][CH3:52])[CH:47]([OH:50])[CH2:48][CH2:49]2)[CH3:53])[O:9][C:10](=[O:41])[CH:11]2[CH2:12][CH2:13][CH2:14][CH2:15][N:16]2[C:17](=[O:40])[C:18](=[O:39])[C:19]2([OH:38])[CH:20]([CH3:37])[CH2:21][CH:22]([O:35][CH3:36])[CH:23]([CH:24]([O:32][CH3:33])[CH2:25][CH:26]([CH3:31])[CH2:27][C:28]([CH3:30])=[CH:29]1)[O:34]2.[CH3:80][CH2:81][CH2:82][CH2:83][CH2:84][CH3:85].[F:62][C:63]([F:64])([F:65])[S:66]([O:67][Si:68]([CH:69]([CH3:70])[CH3:71])([CH:72]([CH3:73])[CH3:74])[CH:75]([CH3:76])[CH3:77])(=[O:78])=[O:79].[nH:57]1[cH:58][cH:59][n:60][cH:61]1>>[CH2:1]([CH3:2])[CH:3]1[C:4](=[O:56])[CH2:5][CH:6]([OH:55])[CH:7]([CH3:54])[CH:8]([C:42](=[CH:43][CH:44]2[CH2:45][CH:46]([O:51][CH3:52])[CH:47]([O:50][Si:68]([CH:69]([CH3:70])[CH3:71])([CH:72]([CH3:73])[CH3:74])[CH:75]([CH3:76])[CH3:77])[CH2:48][CH2:49]2)[CH3:53])[O:9][C:10](=[O:41])[CH:11]2[CH2:12][CH2:13][CH2:14][CH2:15][N:16]2[C:17](=[O:40])[C:18](=[O:39])[C:19]2([OH:38])[CH:20]([CH3:37])[CH2:21][CH:22]([O:35][CH3:36])[CH:23]([CH:24]([O:32][CH3:33])[CH2:25][CH:26]([CH3:31])[CH2:27][C:28]([CH3:30])=[CH:29]1)[O:34]2. Starting materials: Cc1cc(CBr)n(C)n1, CCOc1ccc(-n2c(C(C)N)nc3c(c2=O)CCCN3C(C)=O)cc1, O=C([O-])[O-], CN(C)C=O, [K+], [K+]. Yields the product CCOc1ccc(-n2c(C(C)NCc3cc(C)nn3C)nc3c(c2=O)CCCN3C(C)=O)cc1. RXN SMILES: [Br:27][CH2:28][c:29]1[cH:30][c:31]([CH3:35])[n:32][n:33]1[CH3:34].[C:1]([CH3:2])(=[O:3])[N:4]1[CH2:5][CH2:6][CH2:7][c:8]2[c:9]1[n:10][c:11]([CH:24]([CH3:25])[NH2:26])[n:12](-[c:15]1[cH:16][cH:17][c:18]([O:21][CH2:22][CH3:23])[cH:19][cH:20]1)[c:13]2=[O:14].[C:36](=[O:37])([O-:38])[O-:39].[CH3:42][N:43]([CH3:44])[CH:45]=[O:46].[K+:40].[K+:41]>>[C:1]([CH3:2])(=[O:3])[N:4]1[CH2:5][CH2:6][CH2:7][c:8]2[c:9]1[n:10][c:11]([CH:24]([CH3:25])[NH:26][CH2:28][c:29]1[cH:30][c:31]([CH3:35])[n:32][n:33]1[CH3:34])[n:12](-[c:15]1[cH:16][cH:17][c:18]([O:21][CH2:22][CH3:23])[cH:19][cH:20]1)[c:13]2=[O:14].